The task is: describe an organic reaction: reactants, conditions, products, and yield. This data is from the Open Reaction Database (ORD), a public repository of structured organic reaction records. Yields the product N1=C(C=CC=C1)COC(C1(CCN(CC1)C([C@@H](NC(=O)OC(C)(C)C)CSC(C1=CC=CC=C1)(C1=CC=CC=C1)C1=CC=CC=C1)=O)CC1=C(C=CC=C1)C)=O (N-t-butoxycarbonyl-S-trityl-L-Cysteinyl-4-(2-methylbenzyl)isonipecotic acid 2-pyridylmethyl ester). RXN SMILES: Cl.Cl.[N:3]1[CH:8]=[CH:7][CH:6]=[CH:5][C:4]=1[CH2:9][O:10][C:11](=[O:26])[C:12]1([CH2:18][C:19]2[CH:24]=[CH:23][CH:22]=[CH:21][C:20]=2[CH3:25])[CH2:17][CH2:16][NH:15][CH2:14][CH2:13]1.[C:27]([O:31][C:32]([NH:34][C@H:35]([C:57](O)=[O:58])[CH2:36][S:37][C:38]([C:51]1[CH:56]=[CH:55][CH:54]=[CH:53][CH:52]=1)([C:45]1[CH:50]=[CH:49][CH:48]=[CH:47][CH:46]=1)[C:39]1[CH:44]=[CH:43][CH:42]=[CH:41][CH:40]=1)=[O:33])([CH3:30])([CH3:29])[CH3:28]>>[N:3]1[CH:8]=[CH:7][CH:6]=[CH:5][C:4]=1[CH2:9][O:10][C:11](=[O:26])[C:12]1([CH2:18][C:19]2[CH:24]=[CH:23][CH:22]=[CH:21][C:20]=2[CH3:25])[CH2:17][CH2:16][N:15]([C:57](=[O:58])[C@H:35]([CH2:36][S:37][C:38]([C:39]2[CH:44]=[CH:43][CH:42]=[CH:41][CH:40]=2)([C:51]2[CH:56]=[CH:55][CH:54]=[CH:53][CH:52]=2)[C:45]2[CH:46]=[CH:47][CH:48]=[CH:49][CH:50]=2)[NH:34][C:32]([O:31][C:27]([CH3:30])([CH3:28])[CH3:29])=[O:33])[CH2:14][CH2:13]1 |f:0.1.2|. Procedure details: 4-(2-methylbenzyl)isonipecotic acid 2-pyridylmethyl ester bis HCl salt was coupled to N-t-butoxycarbonyl-S-trityl-L-Cysteine utilizing the procedure described in Example 1, Step 7 to afford the product as a white foam. The reactants are Cl.Cl.N1=C(C=CC=C1)COC(C1(CCNCC1)CC1=C(C=CC=C1)C)=O (4-(2-methylbenzyl)isonipecotic acid 2-pyridylmethyl ester bis HCl salt), C(C)(C)(C)OC(=O)N[C@@H](CSC(C1=CC=CC=C1)(C1=CC=CC=C1)C1=CC=CC=C1)C(=O)O (N-t-butoxycarbonyl-S-trityl-L-Cysteine). Starting materials: C(C)[Mg]Br (Ethylmagnesium bromide), BrC1=CC=C(C=O)C=C1 (4-bromobenzaldehyde), resultant mixture. The solvent is O1CCCC1 (tetrahydrofuran). Yields the product BrC1=CC=C(C=C1)C(CC)O (1-(4-bromophenyl)propan-1-ol). Isolated yield 88.0%. Reaction SMILES: [CH2:1]([Mg]Br)[CH3:2].[Br:5][C:6]1[CH:13]=[CH:12][C:9]([CH:10]=[O:11])=[CH:8][CH:7]=1>O1CCCC1>[Br:5][C:6]1[CH:13]=[CH:12][C:9]([CH:10]([OH:11])[CH2:1][CH3:2])=[CH:8][CH:7]=1. Reported procedure: Ethylmagnesium bromide (5.4 mL, 3 M solution in tetrahydrofuran) was added dropwise to the solution of 4-bromobenzaldehyde (2.0 g, 10.8 mmol) in tetrahydrofuran (30 mL) at −30° C. Then the resultant mixture stirred at room temperature for 4 hours. The reaction was quenched with saturated ammonium chloride aqueous. The organic phase was separated, dried over sodium sulfate, filtered and concentrated to give a residue. The residue was purified by column chromatography (silica gel, petroleum ether/... The reactants are ClC1=C(C=CC=C1)C(=O)N1CCN=C(C1)OCC (1-[(2-chlorophenyl)carbonyl]-5-(ethyloxy)-1,2,3,6-tetrahydropyrazine), O.NN (hydrazine hydrate). The solvent is ClCCl (Dichloromethane), ClCCl (Dichloromethane). Conditions: temperature 25 celsius, time 4 hour. The product is ClC1=C(C=CC=C1)C(=O)N1CC(NCC1)NN (1-[(2-Chlorophenyl)carbonyl]-3-hydrazinopiperazine). Reaction SMILES: [Cl:1][C:2]1[CH:7]=[CH:6][CH:5]=[CH:4][C:3]=1[C:8]([N:10]1[CH2:15][C:14](OCC)=[N:13][CH2:12][CH2:11]1)=[O:9].O.[NH2:20][NH2:21]>ClCCl>[Cl:1][C:2]1[CH:7]=[CH:6][CH:5]=[CH:4][C:3]=1[C:8]([N:10]1[CH2:11][CH2:12][NH:13][CH:14]([NH:20][NH2:21])[CH2:15]1)=[O:9] |f:1.2|. Procedure: 1-[(2-chlorophenyl)carbonyl]-5-(ethyloxy)-1,2,3,6-tetrahydropyrazine (I39) (0.755 g, 2.83 mmol) dissolved in Dichloromethane (DCM) (10 mL) was added to hydrazine hydrate (0.220 mL, 7.08 mmol, commercially available from e.g. Alfa Aesar, Acros or Fluka) dissolved in Dichloromethane (DCM) (5 mL) and stirred at 25° C. for 4 hr. The solvents were removed in vacuo and the residue azeotroped with toluene (3×25 mL), to afford product in 715 mg that was used in the subsequent step without further purifi... Reactants: [Li+].CCC[CH2-] (N-butyllithium), ClP(OCC)(OCC)=O (diethyl chlorophosphonate), C1CCOC1 (THF). Run at temperature 0 celsius, time 15 hour. Yields the product P(=O)(OCC)(OCC)OC=C (diethyl vinyl phosphate). Reaction SMILES: [Li+].CCC[CH2-].Cl[P:7](=[O:14])([O:11][CH2:12][CH3:13])[O:8][CH2:9][CH3:10].[CH2:15]1[CH2:19][O:18]CC1>>[P:7]([O:18][CH:19]=[CH2:15])([O:11][CH2:12][CH3:13])([O:8][CH2:9][CH3:10])=[O:14] |f:0.1|. Reported procedure: 10 ml of N-butyllithium solution (2.1 M solution in hexane) were added dropwise to 50 ml of abs. THF under an argon atmosphere at 0° C. The solution was stirred for 30 minutes at 0° C. and for 15 hours at room temperature, then added to 3.01 ml diethyl chlorophosphonate (20 mmol) at −76° C. and stirred for 1 h at 0° C., then for 16 hours at room temperature. A white solid was filtered off, and the solvent was removed on a rotary evaporator. The slightly yellowish crude product was purified by co...